Dataset: the Open Reaction Database (ORD), a public repository of structured organic reaction records. Task: describe an organic reaction: reactants, conditions, products, and yield Starting materials: [OH-].[Na+] (sodium hydroxide), C(C)(C)(C)OO (t-butylhydroperoxide), C(C)(C)(C)N=NC(C)(Cl)C1=CC=CC=C1 (1-t-butylazo-1-phenyl-1-chloroethane). Run in CO (methanol). Reaction conditions: temperature 10 celsius, time 10 minute. Product: C(C)(C)(C)N=NC(C)(OOC(C)(C)C)C1=CC=CC=C1 (1-t-butylazo-1-phenyl-1-(t-butylperoxy)ethane). Isolated yield 59.3%. Reaction SMILES: [OH-].[Na+].[C:3]([O:7][OH:8])([CH3:6])([CH3:5])[CH3:4].[C:9]([N:13]=[N:14][C:15]([C:18]1[CH:23]=[CH:22][CH:21]=[CH:20][CH:19]=1)(Cl)[CH3:16])([CH3:12])([CH3:11])[CH3:10]>CO>[C:9]([N:13]=[N:14][C:15]([C:18]1[CH:19]=[CH:20][CH:21]=[CH:22][CH:23]=1)([O:8][O:7][C:3]([CH3:6])([CH3:5])[CH3:4])[CH3:16])([CH3:10])([CH3:11])[CH3:12] |f:0.1|. Reported procedure: To a solution of 2.0 grams (.025 moles) of 50% sodium hydroxide in 20 ml. of methanol, cooled to 15° C in a 50 ml. erlenmeyer flask was added 2.77 grams (.0277 moles) of 90% t-butylhydroperoxide slowly and with rapid stirring. After the addition was complete, the reaction was stirred for 10 minutes at 10° C. To the above solution was added 4.05 grams (.02 moles) of 1-t-butylazo-1-phenyl-1-chloroethane dropwise over a 15 minute period holding the temperature at 10° C. After the addition was compl... The reactants are CCOC(=O)c1c(C)[nH]c2c1CCCC2=O, Cl, [Li+], [OH-], O. Product: Cc1[nH]c2c(c1C(=O)O)CCCC2=O. Reaction SMILES: [CH3:1][c:2]1[nH:3][c:4]2[c:9]([c:10]1[C:11](=[O:12])[O:13][CH2:14][CH3:15])[CH2:8][CH2:7][CH2:6][C:5]2=[O:16].[ClH:18].[Li+:20].[OH-:19].[OH2:17]>>[CH3:1][c:2]1[nH:3][c:4]2[c:9]([c:10]1[C:11](=[O:12])[OH:13])[CH2:8][CH2:7][CH2:6][C:5]2=[O:16]. Starting materials: C(C)OC(=O)C=1NC2=CC=CC=C2C1CCC(=O)OCC (3-(2-ethoxycarbonyl-ethyl)-1H-indole-2-carboxylic acid ethyl ester), BrCC1=CC=CC2=CC=CC=C12 (1-bromomethyl-naphthalene). The product is C(=O)(O)CCC1=C(N(C2=CC=CC=C12)CC1=CC=CC2=CC=CC=C12)C(=O)O (3-(2-Carboxy-ethyl)-1-naphthalen-1-ylmethyl-1H-indole-2-carboxylic acid). Reaction SMILES: C([O:3][C:4]([C:6]1[NH:7][C:8]2[C:13]([C:14]=1[CH2:15][CH2:16][C:17]([O:19]CC)=[O:18])=[CH:12][CH:11]=[CH:10][CH:9]=2)=[O:5])C.Br[CH2:23][C:24]1[C:33]2[C:28](=[CH:29][CH:30]=[CH:31][CH:32]=2)[CH:27]=[CH:26][CH:25]=1>>[C:17]([CH2:16][CH2:15][C:14]1[C:13]2[C:8](=[CH:9][CH:10]=[CH:11][CH:12]=2)[N:7]([CH2:23][C:24]2[C:33]3[C:28](=[CH:29][CH:30]=[CH:31][CH:32]=3)[CH:27]=[CH:26][CH:25]=2)[C:6]=1[C:4]([OH:3])=[O:5])([OH:19])=[O:18]. Reported procedure: Using general procedure B, 3-(2-ethoxycarbonyl-ethyl)-1H-indole-2-carboxylic acid ethyl ester was coupled with 1-bromomethyl-naphthalene and the product obtained was hydrolyzed to give the title compound as a white solid. MS: 372.4 ([M−H]−). Reactants: CCCCCC, CCC(C)=O, O=C(c1ccccc1)c1ccc(Cl)cc1, Cl, [K+], [K+], O=C([O-])[O-], O, OCCS. Yields the product O=C(c1ccccc1)c1ccc(SCCO)cc1. As a reaction SMILES: [CH3:27][CH2:28][CH2:29][CH2:30][CH2:31][CH3:32].[CH3:34][C:35]([CH2:36][CH3:37])=[O:38].[Cl:1][c:2]1[cH:3][cH:4][c:5]([C:6](=[O:7])[c:8]2[cH:9][cH:10][cH:11][cH:12][cH:13]2)[cH:14][cH:15]1.[ClH:26].[K+:20].[K+:21].[O-:22][C:23]([O-:24])=[O:25].[OH2:33].[SH:16][CH2:17][CH2:18][OH:19]>>[c:2]1([S:16][CH2:17][CH2:18][OH:19])[cH:3][cH:4][c:5]([C:6](=[O:7])[c:8]2[cH:9][cH:10][cH:11][cH:12][cH:13]2)[cH:14][cH:15]1. The reactants are C(C1=CC=CC=C1)N1C(COCC1)CC(C(=O)OCC)C(=O)OCC (diethyl 2-((4-benzylmorpholin-3-yl)methyl)malonate), [H-].[H-].[H-].[H-].[Li+].[Al+3] (LiAlH4), O (water), [OH-].[Na+] (sodium hydroxide), O (water). Run in C1CCOC1 (THF), C1CCOC1 (THF). Conditions: temperature 30 celsius. Product: C(C1=CC=CC=C1)N1C(COCC1)CC(CO)CO (2-((4-benzylmorpholin-3-yl)methyl)propane-1,3-diol). The yield is 53.8%. Reaction SMILES: [H-].[H-].[H-].[H-].[Li+].[Al+3].[CH2:7]([N:14]1[CH2:19][CH2:18][O:17][CH2:16][CH:15]1[CH2:20][CH:21]([C:27](OCC)=[O:28])[C:22](OCC)=[O:23])[C:8]1[CH:13]=[CH:12][CH:11]=[CH:10][CH:9]=1.O.[OH-].[Na+]>C1COCC1>[CH2:7]([N:14]1[CH2:19][CH2:18][O:17][CH2:16][CH:15]1[CH2:20][CH:21]([CH2:27][OH:28])[CH2:22][OH:23])[C:8]1[CH:9]=[CH:10][CH:11]=[CH:12][CH:13]=1 |f:0.1.2.3.4.5,8.9|. Procedure details: LiAlH4 (0.35 g, 9.32 mmol) in a dried flask was cooled to 0° C., and then anhydrous THF (15 mL) was added. The mixture was stirred thoroughly and a solution of diethyl 2-((4-benzylmorpholin-3-yl)methyl)malonate (0.93 g, 2.66 mmol) in anhydrous THF (5 mL) was added, then the mixture was stirred at 70° C. for 6 hours and cooled to 30° C. To the reaction mixture were added water (0.5 mL), sodium hydroxide aqueous solution (10%, 0.5 mL) and water (3 mL) in turn, then the mixture was stirred at 25° C... The reactants are O=C([O-])[O-], Brc1cn(CCN2CCCCC2)nc1OCc1ccccc1, CCOC(C)=O, CCO, Cc1ccccc1, OB(O)c1cccc(F)c1, [K+], [K+], O, c1ccc(P(c2ccccc2)(c2ccccc2)[Pd](P(c2ccccc2)(c2ccccc2)c2ccccc2)(P(c2ccccc2)(c2ccccc2)c2ccccc2)P(c2ccccc2)(c2ccccc2)c2ccccc2)cc1. Yields the product Fc1cccc(-c2cn(CCN3CCCCC3)nc2OCc2ccccc2)c1. As a reaction SMILES: [C:11](=[O:12])([O-:13])[O-:14].[CH2:17]([c:18]1[cH:19][cH:20][cH:21][cH:22][cH:23]1)[O:24][c:25]1[n:26][n:27]([CH2:31][CH2:32][N:33]2[CH2:34][CH2:35][CH2:36][CH2:37][CH2:38]2)[cH:28][c:29]1[Br:30].[CH3:127][CH2:128][O:129][C:130](=[O:131])[CH3:132].[CH3:39][CH2:40][OH:41].[CH3:42][c:43]1[cH:44][cH:45][cH:46][cH:47][cH:48]1.[F:1][c:2]1[cH:3][c:4]([B:8]([OH:9])[OH:10])[cH:5][cH:6][cH:7]1.[K+:15].[K+:16].[OH2:126].[cH:49]1[cH:50][cH:51][c:52]([P:53]([Pd:54]([P:55]([c:56]2[cH:57][cH:58][cH:59][cH:60][cH:61]2)([c:62]2[cH:63][cH:64][cH:65][cH:66][cH:67]2)[c:68]2[cH:69][cH:70][cH:71][cH:72][cH:73]2)([P:74]([c:75]2[cH:76][cH:77][cH:78][cH:79][cH:80]2)([c:81]2[cH:82][cH:83][cH:84][cH:85][cH:86]2)[c:87]2[cH:88][cH:89][cH:90][cH:91][cH:92]2)[P:93]([c:94]2[cH:95][cH:96][cH:97][cH:98][cH:99]2)([c:100]2[cH:101][cH:102][cH:103][cH:104][cH:105]2)[c:106]2[cH:107][cH:108][cH:109][cH:110][cH:111]2)([c:112]2[cH:113][cH:114][cH:115][cH:116][cH:117]2)[c:118]2[cH:119][cH:120][cH:121][cH:122][cH:123]2)[cH:124][cH:125]1>>[F:1][c:2]1[cH:3][c:4](-[c:29]2[c:25]([O:24][CH2:17][c:18]3[cH:19][cH:20][cH:21][cH:22][cH:23]3)[n:26][n:27]([CH2:31][CH2:32][N:33]3[CH2:34][CH2:35][CH2:36][CH2:37][CH2:38]3)[cH:28]2)[cH:5][cH:6][cH:7]1. Starting materials: O=C1CN(CCC1)C(=O)OC(C)(C)C (tert-butyl 3-oxopiperidine-1-carboxylate), NC1=CC=C(C=C1)C=1C(=NON1)N (4-(4-aminophenyl)-1,2,5-oxadiazol-3-amine). Yields the product NC=1C(=NON1)C1=CC=C(C=C1)NC1CN(CCC1)C(=O)OC(C)(C)C (tert-Butyl 3-(4-(4-Amino-1,2,5-oxadiazol-3-yl)phenylamino)piperidine-1-carboxylate). RXN SMILES: O=[C:2]1[CH2:7][CH2:6][CH2:5][N:4]([C:8]([O:10][C:11]([CH3:14])([CH3:13])[CH3:12])=[O:9])[CH2:3]1.[NH2:15][C:16]1[CH:21]=[CH:20][C:19]([C:22]2[C:23]([NH2:27])=[N:24][O:25][N:26]=2)=[CH:18][CH:17]=1>>[NH2:27][C:23]1[C:22]([C:19]2[CH:20]=[CH:21][C:16]([NH:15][CH:2]3[CH2:7][CH2:6][CH2:5][N:4]([C:8]([O:10][C:11]([CH3:14])([CH3:13])[CH3:12])=[O:9])[CH2:3]3)=[CH:17][CH:18]=2)=[N:26][O:25][N:24]=1. Reported procedure: Reaction of tert-butyl 3-oxopiperidine-1-carboxylate and 4-(4-aminophenyl)-1,2,5-oxadiazol-3-amine using the method of Example 3 afforded the title compound. Starting materials: CC1=C(C=C2CCN3C2=NC=2C=CC(=CC2C3=O)C(=O)N)C=CC=C1 (3-(2-methyl-benzylidene)-1,2,3,9-tetrahydro-9-oxo-pyrrolo[2,1-b]quinazoline-7-carboxamide), N1=CC=CC=C1 (pyridine), C1(=CC=C(C=C1)S(=O)(=O)Cl)C (p-toluenesulfonyl chloride). RXN SMILES: [CH3:1][C:2]1[CH:25]=[CH:24][CH:23]=[CH:22][C:3]=1[CH:4]=[C:5]1[C:9]2=[N:10][C:11]3[CH:12]=[CH:13][C:14]([C:19]([NH2:21])=O)=[CH:15][C:16]=3[C:17](=[O:18])[N:8]2[CH2:7][CH2:6]1.N1C=CC=CC=1.C1(C)C=CC(S(Cl)(=O)=O)=CC=1>CN(C)C=O>[C:19]([C:14]1[CH:13]=[CH:12][C:11]2[N:10]=[C:9]3[C:5](=[CH:4][C:3]4[CH:22]=[CH:23][CH:24]=[CH:25][C:2]=4[CH3:1])[CH2:6][CH2:7][N:8]3[C:17](=[O:18])[C:16]=2[CH:15]=1)#[N:21]. Run in CN(C=O)C (dimethylformamide). Procedure details: 3-(2-methyl-benzylidene)-1,2,3,9-tetrahydro-9-oxo-pyrrolo[2,1-b]quinazoline-7-carboxamide (2.7 g) in dimethylformamide (100 ml) containing pyridine (2.6 ml) was reacted with p-toluenesulfonyl chloride (3.1 g) under stirring at 70° C. for 4 hours. After cooling and dilution with water, the precipitate was filtered and washed with water until neutral: crystallization from chloroform-ethanol gave 1.8 g of 7-cyano-3-(2-methyl-benzylidene)-1,2,3,9-tetrahydropyrrolo[2,1-b]quinazoline-9-one, m.p. 234°-... Isolated yield 70.5%. Reaction conditions: temperature 70 celsius, time 4 hour. The product is C(#N)C1=CC=2C(N3C(=NC2C=C1)C(CC3)=CC3=C(C=CC=C3)C)=O (7-cyano-3-(2-methyl-benzylidene)-1,2,3,9-tetrahydropyrrolo[2,1-b]quinazoline-9-one).